Dataset: the Open Reaction Database (ORD), a public repository of structured organic reaction records. Task: describe an organic reaction: reactants, conditions, products, and yield Reactants: I.NNC(=N)NCCN(C)C (1-amino-3-(2-dimethylaminoethyl)guanidine hydroiodide), VIII, O[C@@H]1C[C@H]2CC[C@H]3[C@]4(CC[C@@H]([C@@]4(C)CC[C@@H]3[C@]2(CC1)C)C=O)O (3β,14β-dihydroxy-5β-androstane-17β-carboxaldehyde). Run in Cl (hydrochloric acid), O1CCOCC1 (dioxane). Reaction conditions: time 3 hour. Yields the product CN(CCNC(N\N=C\[C@@H]1[C@]2(C)[C@](CC1)([C@@H]1CC[C@@H]3C[C@H](CC[C@]3(C)[C@H]1CC2)O)O)=N)C ((E)-17β-(3-(2-Dimethylaminoethyl)guanidinoimino)methyl-5β-androstane-3β,14β-diol). Isolated yield 14.3%. Reaction SMILES: I.[NH2:2][NH:3][C:4]([NH:6][CH2:7][CH2:8][N:9]([CH3:11])[CH3:10])=[NH:5].[OH:12][C@H:13]1[CH2:30][CH2:29][C@@:28]2([CH3:31])[C@H:15]([CH2:16][CH2:17][C@@H:18]3[C@@H:27]2[CH2:26][CH2:25][C@@:23]2([CH3:24])[C@:19]3([OH:34])[CH2:20][CH2:21][C@@H:22]2[CH:32]=O)[CH2:14]1>Cl.O1CCOCC1>[CH3:10][N:9]([CH3:11])[CH2:8][CH2:7][NH:6][C:4](=[NH:5])[NH:3]/[N:2]=[CH:32]/[C@H:22]1[CH2:21][CH2:20][C@:19]2([OH:34])[C@H:18]3[C@H:27]([CH2:26][CH2:25][C@:23]12[CH3:24])[C@:28]1([CH3:31])[C@@H:15]([CH2:14][C@@H:13]([OH:12])[CH2:30][CH2:29]1)[CH2:16][CH2:17]3 |f:0.1|. Procedure details: To a solution of 0.64 g of 1-amino-3-(2-dimethylaminoethyl)guanidine hydroiodide (prepared following the procedure described in Houben-Weil, Metoden der Organischen Chemie, Band VIII, page 183) in 20 ml of 10-4M hydrochloric acid a solution of 1.10 g of 3β,14β-dihydroxy-5β-androstane-17β-carboxaldehyde (Boutagy J. and Thomas R., Aust. J. Chem., 1971, 24, 2723) in 25 ml of dioxane was added dropwise at room temperature. After 3 hrs, the solution was evaporated to dryness under reduced pressure. T... The reactants are C1(\C=C/C(=O)O1)=O (maleic anhydride), C(CC)N1C(=CC2=CC=CC=C12)C (1-n-propyl-2-methylindole). Run in C1=CC=CC=C1 (benzene). Product: C(CC)N1C(=C(C2=CC=CC=C12)C(C(=O)O)CC(=O)C1=C(N(C2=CC=CC=C12)CCC)C)C (2,4-bis-(1-n-propyl-2-methyl-3-indolyl)-4-oxobutanoic acid). The yield is 33.1%. RXN SMILES: [C:1]1(=[O:7])[O:6][C:4](=[O:5])[CH:3]=[CH:2]1.[CH2:8]([N:11]1[C:19]2[C:14](=[CH:15][CH:16]=[CH:17][CH:18]=2)[CH:13]=[C:12]1[CH3:20])[CH2:9][CH3:10]>C1C=CC=CC=1>[CH2:8]([N:11]1[C:19]2[C:14](=[CH:15][CH:16]=[CH:17][CH:18]=2)[C:13]([CH:3]([CH2:2][C:1]([C:13]2[C:14]3[C:19](=[CH:18][CH:17]=[CH:16][CH:15]=3)[N:11]([CH2:8][CH2:9][CH3:10])[C:12]=2[CH3:20])=[O:7])[C:4]([OH:6])=[O:5])=[C:12]1[CH3:20])[CH2:9][CH3:10]. Reported procedure: A stirred solution of 20.0 g (0.204 mole) of maleic anhydride and 70.0 g (0.408 mole) of 1-n-propyl-2-methylindole in 200 ml of benzene was heated at reflux for a period of approximately eighteen hours and then allowed to cool to ambient temperature. The solid which separated from the cooled solution was collected by filtration, washed with fresh chilled benzene and dried in vacuo at 60° C. to obtain 30.0 g of 2,4-bis-(1-n-propyl-2-methyl-3-indolyl)-4-oxobutanoic acid (Formula VII: R=CH3CH2CH2 ;... Reactants: O=C([O-])O, CO, O=[N+]([O-])c1cccc(C=Cc2cncc(Cl)c2)c1, Cl, [Fe], [Na+]. Yields the product Nc1cccc(C=Cc2cncc(Cl)c2)c1. As a reaction SMILES: [C:20](=[O:21])([OH:22])[O-:23].[CH3:25][OH:26].[Cl:1][c:2]1[cH:3][n:4][cH:5][c:6]([CH:8]=[CH:9][c:10]2[cH:11][c:12]([N+:16]([O-:17])=[O:18])[cH:13][cH:14][cH:15]2)[cH:7]1.[ClH:19].[Fe:27].[Na+:24]>>[Cl:1][c:2]1[cH:3][n:4][cH:5][c:6]([CH:8]=[CH:9][c:10]2[cH:11][c:12]([NH2:16])[cH:13][cH:14][cH:15]2)[cH:7]1. The reactants are C(C)(C)(C)N1N=CC(=C(C1=O)NCCN1CCN(CC1)C1=CC(=CC=C1)C(F)(F)F)Cl (2-t-butyl-5-chloro-4-((2(4-(3-trifluoromethylphenyl)-1-piperazinyl)ethyl)amino)-3(2H)-pyridazinone). Solvent: Cl (hydrochloric acid). The product is ClC1=C(C(NN=C1)=O)NCCN1CCN(CC1)C1=CC(=CC=C1)C(F)(F)F (5-Chloro-4-((2-(4-(3-trifluoromethylphenyl)-1-piperazinyl)ethyl)amino)-3(2H)-pyridazinone). RXN SMILES: C([N:5]1[C:10](=[O:11])[C:9]([NH:12][CH2:13][CH2:14][N:15]2[CH2:20][CH2:19][N:18]([C:21]3[CH:26]=[CH:25][CH:24]=[C:23]([C:27]([F:30])([F:29])[F:28])[CH:22]=3)[CH2:17][CH2:16]2)=[C:8]([Cl:31])[CH:7]=[N:6]1)(C)(C)C>Cl>[Cl:31][C:8]1[CH:7]=[N:6][NH:5][C:10](=[O:11])[C:9]=1[NH:12][CH2:13][CH2:14][N:15]1[CH2:16][CH2:17][N:18]([C:21]2[CH:26]=[CH:25][CH:24]=[C:23]([C:27]([F:28])([F:29])[F:30])[CH:22]=2)[CH2:19][CH2:20]1. Reported procedure: 4.25 g (0.0093 mol) of 2-t-butyl-5-chloro-4-((2(4-(3-trifluoromethylphenyl)-1-piperazinyl)ethyl)amino)-3(2H)-pyridazinone are stirred with 50 ml of concentrated aqueous hydrochloric acid at room temperature for 72 hours, made basic and extracted 3 times with chloroform, 10 the organic phase is concentrated and dried with sodium sulphate, and the residue is triturated with acetone. The crystalline precipitate of 5-chloro-4-((2-(4-(3-trifluoromethylphenyl)-1-piperazinyl)ethyl)amino)-3(2H)-pyridazi... The reactants are Cc1nc(NC(=O)OC(C)(C)C)sc1C(=O)O, CCN=C=NCCCN(C)C, CCOC(C)=O, CC(C)NC(C)C, ClCCl, Cl, NCc1ccccc1, On1nnc2ccccc21. Product: Cc1nc(NC(=O)OC(C)(C)C)sc1C(=O)NCc1ccccc1. RXN SMILES: [C:1]([CH3:2])([CH3:3])([CH3:4])[O:5][C:6](=[O:7])[NH:8][c:9]1[s:10][c:11]([C:15](=[O:16])[OH:17])[c:12]([CH3:14])[n:13]1.[CH2:26]([N:27]=[C:28]=[N:29][CH2:30][CH2:31][CH2:32][N:33]([CH3:34])[CH3:35])[CH3:36].[CH3:58][CH2:59][O:60][C:61](=[O:62])[CH3:63].[CH:18]([NH:19][CH:20]([CH3:21])[CH3:22])([CH3:23])[CH3:24].[Cl:55][CH2:56][Cl:57].[ClH:25].[NH2:47][CH2:48][c:49]1[cH:50][cH:51][cH:52][cH:53][cH:54]1.[OH:37][n:38]1[c:39]2[cH:40][cH:41][cH:42][cH:43][c:44]2[n:45][n:46]1>>[C:1]([CH3:2])([CH3:3])([CH3:4])[O:5][C:6](=[O:7])[NH:8][c:9]1[s:10][c:11]([C:15](=[O:17])[NH:47][CH2:48][c:49]2[cH:50][cH:51][cH:52][cH:53][cH:54]2)[c:12]([CH3:14])[n:13]1. Starting materials: COC=1C=C(C=CC1OC)C1=CC=C(C(=N1)C#N)[N+](=O)[O-] (6-(3,4-dimethoxyphenyl)-3-nitropyridine-2-carbonitrile), [OH-].[NH4+] (ammonium hydroxide). The reagents and catalysts are [Fe] (Iron). The solvent is CO (methanol), Cl (HCl). The product is NC=1C(=NC(=CC1)C1=CC(=C(C=C1)OC)OC)C#N (3-amino-6-(3,4-dimethoxyphenyl)pyridine-2-carbonitrile). The yield is 64.1%. RXN SMILES: [CH3:1][O:2][C:3]1[CH:4]=[C:5]([C:11]2[N:16]=[C:15]([C:17]#[N:18])[C:14]([N+:19]([O-])=O)=[CH:13][CH:12]=2)[CH:6]=[CH:7][C:8]=1[O:9][CH3:10].[OH-].[NH4+]>CO.Cl.[Fe]>[NH2:19][C:14]1[C:15]([C:17]#[N:18])=[N:16][C:11]([C:5]2[CH:6]=[CH:7][C:8]([O:9][CH3:10])=[C:3]([O:2][CH3:1])[CH:4]=2)=[CH:12][CH:13]=1 |f:1.2|. Procedure details: Iron (7.14 g, 128 mmol) was added portion wise to a stirred suspension of 6-(3,4-dimethoxyphenyl)-3-nitropyridine-2-carbonitrile (4.56 g; 16 mmol) in methanol (80 ml) and 37% HCl (25 ml). The mixture was refluxed for 5 hours and, after cooling, the pH was adjusted to 9-10 by means of concentrated ammonium hydroxide (30 ml). The mixture was filtered over Celite and washed with MeOH and EtOAc. The filtrate was evaporated to dryness and the residue was purified on silica gel column chromatography, ... The reactants are NC1=C(C(=C(C(=C1)C)[N+](=O)[O-])C)N (1,2-diamino-3,5-dimethyl-4-nitrobenzene), N#CBr (cyanogen bromide). The solvent is CO (methanol). Run at time 16 hour. Yields the product NC=1NC2=C(N1)C=C(C(=C2C)[N+](=O)[O-])C (2-amino-4,6-dimethyl-5-nitrobenzimidazole). RXN SMILES: [NH2:1][C:2]1[CH:7]=[C:6]([CH3:8])[C:5]([N+:9]([O-:11])=[O:10])=[C:4]([CH3:12])[C:3]=1[NH2:13].[N:14]#[C:15]Br>CO>[NH2:14][C:15]1[NH:13][C:3]2[C:4]([CH3:12])=[C:5]([N+:9]([O-:11])=[O:10])[C:6]([CH3:8])=[CH:7][C:2]=2[N:1]=1. Procedure: A mixture of 1,2-diamino-3,5-dimethyl-4-nitrobenzene (0.87 g, 4.83 mmol) and cyanogen bromide (0.87 g, 7.73 mmol) in methanol (50 mL) is stirred at room temperature for 16 hours. The mixture is rotary evaporated to afford 2-amino-4,6-dimethyl-5-nitrobenzimidazole. The product is used in the next step without further purification. Yield: 99.0%. Product: COC1=CC(=C(C=C1)C1=C(C(=NC=C1)NC(CC)COC)N)C (4-(4-methoxy-2-methyl-phenyl)-N2-(1-methoxymethyl-propyl)-pyridine-2,3-diamine). Starting materials: COC1=CC(=C(C=C1)C1=C(C(=NC=C1)NC(CC)COC)[N+](=O)[O-])C ([4-(4-Methoxy-2-methyl-phenyl)-3-nitro-pyridin-2-yl]-(1-methoxymethyl-propyl)-amine), Cl[Sn]Cl (SnCl2). Run in C(C)O (ethanol). Procedure details: [4-(4-Methoxy-2-methyl-phenyl)-3-nitro-pyridin-2-yl]-(1-methoxymethyl-propyl)-amine (0.43 g, 0.36 mmol) and SnCl2 (0.2 g, 1.08 mmol) in ethanol (2 mL) were heated to 70° C. for 4 h. The solution was cooled to room temperature and quenched with saturated aqueous NaHCO3 then extracted with EtOAc, washed with H2O, brine, dried (Na2SO4), filtered, and concentrated in vacuo to give a crude yield of 0.40 g (99%) of 4-(4-methoxy-2-methyl-phenyl)-N2-(1-methoxymethyl-propyl)-pyridine-2,3-diamine; MS(EI) ... As a reaction SMILES: [CH3:1][O:2][C:3]1[CH:8]=[CH:7][C:6]([C:9]2[CH:14]=[CH:13][N:12]=[C:11]([NH:15][CH:16]([CH2:19][O:20][CH3:21])[CH2:17][CH3:18])[C:10]=2[N+:22]([O-])=O)=[C:5]([CH3:25])[CH:4]=1.Cl[Sn]Cl>C(O)C>[CH3:1][O:2][C:3]1[CH:8]=[CH:7][C:6]([C:9]2[CH:14]=[CH:13][N:12]=[C:11]([NH:15][CH:16]([CH2:19][O:20][CH3:21])[CH2:17][CH3:18])[C:10]=2[NH2:22])=[C:5]([CH3:25])[CH:4]=1. The reactants are N(=NC(=O)OCC)C(=O)OCC (diethyl azodicarboxylate), C1(=CC=CC=C1)P(C1=CC=CC=C1)C1=CC=CC=C1 (triphenylphosphine), ClC=1C(=NC=C(C1)O)C1=CC=C(C=C1)OCCCCCCCC (3-chloro-5-hydroxy-2-(4-octyloxyphenyl)-pyridine), C(CCCCCCC)O (1-octanol). The solvent is O1CCCC1 (tetrahydrofuran). Run at time 30 minute. Yields the product ClC=1C(=NC=C(C1)OCCCCCCCC)C1=CC=C(C=C1)OCCCCCCCC (3-chloro-5-octyloxy-2-(4-octyloxyphenyl)pyridine). The yield is 56.5%. Reaction SMILES: N(C(OCC)=O)=NC(OCC)=O.C1(P(C2C=CC=CC=2)C2C=CC=CC=2)C=CC=CC=1.[Cl:32][C:33]1[C:34]([C:40]2[CH:45]=[CH:44][C:43]([O:46][CH2:47][CH2:48][CH2:49][CH2:50][CH2:51][CH2:52][CH2:53][CH3:54])=[CH:42][CH:41]=2)=[N:35][CH:36]=[C:37]([OH:39])[CH:38]=1.[CH2:55](O)[CH2:56][CH2:57][CH2:58][CH2:59][CH2:60][CH2:61][CH3:62]>O1CCCC1>[Cl:32][C:33]1[C:34]([C:40]2[CH:41]=[CH:42][C:43]([O:46][CH2:47][CH2:48][CH2:49][CH2:50][CH2:51][CH2:52][CH2:53][CH3:54])=[CH:44][CH:45]=2)=[N:35][CH:36]=[C:37]([O:39][CH2:55][CH2:56][CH2:57][CH2:58][CH2:59][CH2:60][CH2:61][CH3:62])[CH:38]=1. Procedure details: 0.6 ml (3.8 mmol) of diethyl azodicarboxylate is added dropwise at 0° C. to 1.00 g (3.80 mmol) of triphenylphosphine in 15 ml of tetrahydrofuran, and the mixture is stirred at room temperature for 30 minutes. 0.78 g (2.5 mmol) of 3-chloro-5-hydroxy-2-(4-octyloxyphenyl)-pyridine and 0.6 ml (3.8 mmol) of 1-octanol are subsequently added. After a reaction time of 18 hours at room temperature, the solvent is removed by distillation and the residue is purified by chromatography (silica gel, dichlorom...